From a dataset of the Open Reaction Database (ORD), a public repository of structured organic reaction records. describe an organic reaction: reactants, conditions, products, and yield The reactants are aqueous solution, [OH-].[Na+] (sodium hydroxide), C(#N)C1=C(C=CC=C1)C=1C(N(C=C(C1)C1=C(SC=C1)C=O)C1=CC=CC=C1)=O (3-(2-cyanophenyl)-5-(2-formylthiophen-3-yl)-1-phenyl-1,2-dihydropyridin-2-one), solution, C(C)NCC (diethylamine), C(C)(=O)O[BH-](OC(C)=O)OC(C)=O.[Na+] (sodium triacetoxyborohydride). Solvent: O1CCCC1 (tetrahydrofuran), C(C)(=O)O (acetic acid), O1CCCC1 (tetrahydrofuran). Conditions: time 3 hour. Yields the product C(#N)C1=C(C=CC=C1)C=1C(N(C=C(C1)C1=C(SC=C1)CN(CC)CC)C1=CC=CC=C1)=O (3-(2-Cyanophenyl)-5-(2-diethylaminomethylthiophen-3-yl)-1-phenyl-1,2-dihydropyridin-2-one). RXN SMILES: [C:1]([C:3]1[CH:8]=[CH:7][CH:6]=[CH:5][C:4]=1[C:9]1[C:10](=[O:28])[N:11]([C:22]2[CH:27]=[CH:26][CH:25]=[CH:24][CH:23]=2)[CH:12]=[C:13]([C:15]2[CH:19]=[CH:18][S:17][C:16]=2[CH:20]=O)[CH:14]=1)#[N:2].[CH2:29]([NH:31][CH2:32][CH3:33])[CH3:30].C(O[BH-](OC(=O)C)OC(=O)C)(=O)C.[Na+].[OH-].[Na+]>O1CCCC1.C(O)(=O)C>[C:1]([C:3]1[CH:8]=[CH:7][CH:6]=[CH:5][C:4]=1[C:9]1[C:10](=[O:28])[N:11]([C:22]2[CH:27]=[CH:26][CH:25]=[CH:24][CH:23]=2)[CH:12]=[C:13]([C:15]2[CH:19]=[CH:18][S:17][C:16]=2[CH2:20][N:31]([CH2:32][CH3:33])[CH2:29][CH3:30])[CH:14]=1)#[N:2] |f:2.3,4.5|. Procedure details: A solution of 20 mg of 3-(2-cyanophenyl)-5-(2-formylthiophen-3-yl)-1-phenyl-1,2-dihydropyridin-2-one, 0.1 ml of a 2M solution of diethylamine in tetrahydrofuran and 0.1 ml acetic acid in 2 ml of tetrahydrofuran was stirred at room temperature for 15 minutes, 20 mg of sodium triacetoxyborohydride were added and the mixture was stirred for 3 hours more. A 2N aqueous solution of sodium hydroxide was added thereto, the mixture was extracted with ethyl acetate and the organic layer was washed with wa... Starting materials: C(C)OC(=O)C1=CN=C(S1)OCC=1C(=NOC1C)C1=CC=CC=C1 (2-(5-methyl-3-phenyl-isoxazol-4-ylmethoxy)-thiazole-5-carboxylic acid ethyl ester), C(O)CN (ethanolamine). The product is OCCNC(=O)C1=CN=C(S1)OCC=1C(=NOC1C)C1=CC=CC=C1 (2-(5-Methyl-3-phenyl-isoxazol-4-ylmethoxy)-thiazole-5-carboxylic acid (2-hydroxy-ethyl)-amide). The yield is 59.0%. RXN SMILES: C(O[C:4]([C:6]1[S:10][C:9]([O:11][CH2:12][C:13]2[C:14]([C:19]3[CH:24]=[CH:23][CH:22]=[CH:21][CH:20]=3)=[N:15][O:16][C:17]=2[CH3:18])=[N:8][CH:7]=1)=[O:5])C.[CH2:25]([CH2:27][NH2:28])[OH:26]>>[OH:26][CH2:25][CH2:27][NH:28][C:4]([C:6]1[S:10][C:9]([O:11][CH2:12][C:13]2[C:14]([C:19]3[CH:20]=[CH:21][CH:22]=[CH:23][CH:24]=3)=[N:15][O:16][C:17]=2[CH3:18])=[N:8][CH:7]=1)=[O:5]. Reported procedure: As described for example 127, 2-(5-methyl-3-phenyl-isoxazol-4-ylmethoxy)-thiazole-5-carboxylic acid ethyl ester (100 mg, 0.28 mmol) was converted, using ethanolamine instead of isopropylamine, to the title compound (62 mg, 59%) which was obtained as a colourless gum after purification by chromatography (silica, 0 to 3% methanol in dichloromethane). MS: m/e=360.3 [M+H]+. Reactants: COC(C1=CC=C(C=C1)C=O)=O (4-formyl-benzoic acid methyl ester), C(CC)[Mg]Cl (n-propylmagnesium chloride). Yields the product COC(C1=CC=C(C=C1)C(CCC)O)=O (Racemic 4-(1-Hydroxy-butyl)-benzoic acid methyl ester). As a reaction SMILES: [CH3:1][O:2][C:3](=[O:12])[C:4]1[CH:9]=[CH:8][C:7]([CH:10]=[O:11])=[CH:6][CH:5]=1.[CH2:13]([Mg]Cl)[CH2:14][CH3:15]>>[CH3:1][O:2][C:3](=[O:12])[C:4]1[CH:9]=[CH:8][C:7]([CH:10]([OH:11])[CH2:13][CH2:14][CH3:15])=[CH:6][CH:5]=1. Procedure: This compound is made from 4-formyl-benzoic acid methyl ester and n-propylmagnesium chloride following the general method exemplified in Preparation 1. The reactants are C(C1=CC=CC=C1)C=1OC2=C(C1C1=CC=C(C=C1)C1=CC(=C(C(=C1)Br)O)Br)C=CC=C2 (4′-(2-benzyl-benzofuran-3-yl)-3,5-dibromo-biphenyl-4-ol), COC([C@H](CC(C)C)O)=O ((S)-(−)-hydroxyisocaproic acid methyl ester). Yields the product C(C1=CC=CC=C1)C=1OC2=C(C1C1=CC=C(C=C1)C1=CC(=C(C(=C1)Br)O[C@@H](C(=O)O)CC(C)C)Br)C=CC=C2 ((2R)-2-[4′-(2-benzyl-benzofuran-3-yl)-3,5-dibromo-biphenyl-4-yloxy]-4-methyl-pentanoic acid). As a reaction SMILES: [CH2:1]([C:8]1[O:9][C:10]2[CH:31]=[CH:30][CH:29]=[CH:28][C:11]=2[C:12]=1[C:13]1[CH:18]=[CH:17][C:16]([C:19]2[CH:24]=[C:23]([Br:25])[C:22]([OH:26])=[C:21]([Br:27])[CH:20]=2)=[CH:15][CH:14]=1)[C:2]1[CH:7]=[CH:6][CH:5]=[CH:4][CH:3]=1.C[O:33][C:34](=[O:41])[C@@H:35](O)[CH2:36][CH:37]([CH3:39])[CH3:38]>>[CH2:1]([C:8]1[O:9][C:10]2[CH:31]=[CH:30][CH:29]=[CH:28][C:11]=2[C:12]=1[C:13]1[CH:18]=[CH:17][C:16]([C:19]2[CH:20]=[C:21]([Br:27])[C:22]([O:26][C@H:35]([CH2:36][CH:37]([CH3:39])[CH3:38])[C:34]([OH:41])=[O:33])=[C:23]([Br:25])[CH:24]=2)=[CH:15][CH:14]=1)[C:2]1[CH:3]=[CH:4][CH:5]=[CH:6][CH:7]=1. Procedure details: The title compound was prepared from 4′-(2-benzyl-benzofuran-3-yl)-3,5-dibromo-biphenyl-4-ol, and (S)-(−)-hydroxyisocaproic acid methyl ester, in substantially the same manner, as described in Example 1, steps g-h, and was obtained as a white solid, mp 81-83° C.; MS m/e 645 (M−H)+;